From a dataset of the Open Reaction Database (ORD), a public repository of structured organic reaction records. describe an organic reaction: reactants, conditions, products, and yield Reactants: [BH4-], [Na+], O=C1CCN(C(c2ccccc2)(c2ccccc2)c2ccccc2)CC1=Cc1ccn(Cc2ccccn2)n1. The product is OC1CCN(C(c2ccccc2)(c2ccccc2)c2ccccc2)CC1=Cc1ccn(Cc2ccccn2)n1. Reaction SMILES: [BH4-:40].[Na+:41].[n:1]1[c:2]([CH2:7][n:8]2[n:9][c:10]([CH:13]=[C:14]3[CH2:15][N:16]([C:21]([c:22]4[cH:23][cH:24][cH:25][cH:26][cH:27]4)([c:28]4[cH:29][cH:30][cH:31][cH:32][cH:33]4)[c:34]4[cH:35][cH:36][cH:37][cH:38][cH:39]4)[CH2:17][CH2:18][C:19]3=[O:20])[cH:11][cH:12]2)[cH:3][cH:4][cH:5][cH:6]1>>[n:1]1[c:2]([CH2:7][n:8]2[n:9][c:10]([CH:13]=[C:14]3[CH2:15][N:16]([C:21]([c:22]4[cH:23][cH:24][cH:25][cH:26][cH:27]4)([c:28]4[cH:29][cH:30][cH:31][cH:32][cH:33]4)[c:34]4[cH:35][cH:36][cH:37][cH:38][cH:39]4)[CH2:17][CH2:18][CH:19]3[OH:20])[cH:11][cH:12]2)[cH:3][cH:4][cH:5][cH:6]1.